Dataset: the Open Reaction Database (ORD), a public repository of structured organic reaction records. Task: describe an organic reaction: reactants, conditions, products, and yield Reagents/catalysts: CN(C)C1=CC=NC=C1 (4-(N,N-dimethylamino)-pyridine). As a reaction SMILES: [Na].[CH:2]([C:5]1[CH:9]=[C:8]([CH:10]2[CH2:15][C:14](=[O:16])[CH2:13][C:12](=[O:17])[CH:11]2[C:18]([O:20][CH3:21])=[O:19])[O:7][N:6]=1)([CH3:4])[CH3:3].[C:22](Cl)(=[O:26])[CH2:23][CH2:24][CH3:25].Cl>O1CCCC1.C(Cl)Cl.CN(C1C=CN=CC=1)C>[C:22]([C:13]1[C:14](=[O:16])[CH2:15][CH:10]([C:8]2[O:7][N:6]=[C:5]([CH:2]([CH3:4])[CH3:3])[CH:9]=2)[CH:11]([C:18]([O:20][CH3:21])=[O:19])[C:12]=1[OH:17])(=[O:26])[CH2:23][CH2:24][CH3:25] |^1:0|. Run in O1CCCC1 (tetrahydrofuran), C(Cl)Cl (methylene chloride). Reaction conditions: time 15 hour. The product is C(CCC)(=O)C=1C(CC(C(C1O)C(=O)OC)C1=CC(=NO1)C(C)C)=O (2-butyryl-3-hydroxy-5(3-isopropylisoxazol-5-yl)-4-methoxycarbonylcyclohex-2-en-1-one). The reactants are [Na] (sodium), Cl (hydrochloric acid), C(C)(C)C1=NOC(=C1)C1C(C(CC(C1)=O)=O)C(=O)OC (5-(3-isopropylisoxazol-5-yl)-4-methoxycarbonylcyclohexane-1,3-dione), C(CCC)(=O)Cl (butyryl chloride). Procedure: 15.1 g of the sodium salt of 5-(3-isopropylisoxazol-5-yl)-4-methoxycarbonylcyclohexane-1,3-dione was suspended in 150 ml of tetrahydrofuran; 6.4 g butyryl chloride was added while cooling with ice. After the mixture had been stirred for 15 hours it was filtered and concentrated. The residue obtained was taken up in methylene chloride, 2 g of 4-(N,N-dimethylamino)-pyridine was added, and the mixture was stirred for 3 days. After shaking with 10 wt % hydrochloric acid and then with water, the mixt... Reactants: CN1CC2N(C3=C(C(=[N+](C2)[O-])C=2OC=CC2)C=C(C=C3)C)CC1 (1,2,3,4,4a,5-hexahydro-3,9-dimethyl-7-(2-furyl)-pyrazino[1,2-a][1,4]benzodiazepine 6-oxide), P(Cl)(Cl)Cl (phosphorus trichloride), [OH-].[Na+] (sodium hydroxide). Solvent: C(Cl)(Cl)Cl (chloroform). Yields the product CN1CC2N(C3=C(C(=NC2)C=2OC(=CC2)Cl)C=C(C=C3)C)CC1 (1,2,3,4,4a,5-hexahydro-3,9-dimethyl-7-(5-chloro-2-furyl)-pyrazino[1,2-a][1,4]benzodiazepine). As a reaction SMILES: [CH3:1][N:2]1[CH2:23][CH2:22][N:5]2[C:6]3[CH:20]=[CH:19][C:18]([CH3:21])=[CH:17][C:7]=3[C:8]([C:12]3[O:13][CH:14]=[CH:15][CH:16]=3)=[N+:9]([O-])[CH2:10][CH:4]2[CH2:3]1.P(Cl)(Cl)[Cl:25].[OH-].[Na+]>C(Cl)(Cl)Cl>[CH3:1][N:2]1[CH2:23][CH2:22][N:5]2[C:6]3[CH:20]=[CH:19][C:18]([CH3:21])=[CH:17][C:7]=3[C:8]([C:12]3[O:13][C:14]([Cl:25])=[CH:15][CH:16]=3)=[N:9][CH2:10][CH:4]2[CH2:3]1 |f:2.3|. Procedure details: 9.3 g of 1,2,3,4,4a,5-hexahydro-3,9-dimethyl-7-(2-furyl)-pyrazino[1,2-a][1,4]benzodiazepine 6-oxide (prepared analogously to Example 5) are heated under reflux in 150 ml of chloroform with 17 ml of phosphorus trichloride for 1 hour. The reaction mixture is then treated with aqueous sodium hydroxide solution and worked up. The resulting crude product is separated into its components by chromatography on aluminium oxide of activity level II, using methylene chloride/chloroform. 1.7 g of the less p...